This data is from the Open Reaction Database (ORD), a public repository of structured organic reaction records. The task is: describe an organic reaction: reactants, conditions, products, and yield Reactants: Cl, CC(C)COP(C)(=O)C(C)CCN. The product is CC(CCN)P(C)(=O)O. RXN SMILES: [ClH:14].[NH2:1][CH2:2][CH2:3][CH:4]([CH3:5])[P:6]([O:7][CH2:8][CH:9]([CH3:10])[CH3:11])(=[O:12])[CH3:13]>>[NH2:1][CH2:2][CH2:3][CH:4]([CH3:5])[P:6](=[O:7])([OH:12])[CH3:13]. RXN SMILES: [C:2](#[N:3])[c:4]1[cH:5][cH:6][c:7]([C:10](=[CH:11][CH2:12][c:13]2[n:14][cH:15][nH:16][cH:17]2)[c:18]2[cH:19][cH:20][c:21]([C:24]#[N:25])[cH:22][cH:23]2)[cH:8][cH:9]1.[CH3:26][CH2:27][OH:28].[ClH:1]>>[C:2](#[N:3])[c:4]1[cH:5][cH:6][c:7]([CH:10]([CH2:11][CH2:12][c:13]2[n:14][cH:15][nH:16][cH:17]2)[c:18]2[cH:19][cH:20][c:21]([C:24]#[N:25])[cH:22][cH:23]2)[cH:8][cH:9]1. The product is N#Cc1ccc(C(CCc2c[nH]cn2)c2ccc(C#N)cc2)cc1. Reactants: N#Cc1ccc(C(=CCc2c[nH]cn2)c2ccc(C#N)cc2)cc1, CCO, Cl. Starting materials: N(=[N+]=[N-])C[C@H]1[C@@H](C1)C(=O)O (trans-2-azidomethyl-1-cyclopropane carboxylic acid), C(C(=O)Cl)(=O)Cl (oxalyl chloride), CN(C=O)C (N,N-dimethylformamide). Run in ClCCl (dichloromethane). Product: N(=[N+]=[N-])C[C@H]1[C@@H](C1)C(=O)Cl (trans 2-azidomethyl-1-cyclopropanecarboxylic acid chloride). The yield is 97.5%. As a reaction SMILES: [N:1]([CH2:4][C@@H:5]1[CH2:7][C@H:6]1[C:8]([OH:10])=O)=[N+:2]=[N-:3].C(Cl)(=O)C([Cl:14])=O.CN(C)C=O>ClCCl>[N:1]([CH2:4][C@@H:5]1[CH2:7][C@H:6]1[C:8]([Cl:14])=[O:10])=[N+:2]=[N-:3]. Procedure details: A solution of trans-2-azidomethyl-1-cyclopropane carboxylic acid (2.188 g, 15.50 mmol) in dry dichloromethane (25 ml) was treated at room temperature with oxalyl chloride (1.57 ml, 18.60 mmol) and a drop of N,N-dimethylformamide. After the evolution of gas has ceased (2.5 h), the solvent was evaporated under reduced pressure and the residue was distilled under vacuum (bulb to bulb distillation) to give 2.411 g (98%) of a clear oil: bp 70°-75° C./0.8 mm Hg (air bath temperature; ir (film) νmax : ... Starting materials: C1(=CC=CC=C1)NC=1C=NC2=CC=CC=C2C1 (Phenyl-quinolin-3-yl-amine), ICCCCCC1=CC=CC=C1 (5-iodo-pentyl-benzene), CCOCC (Et2O). The product is [I-].C1(CCCCC1)CCCCC[N+]1=CC(=CC2=CC=CC=C12)C1=CC=CC=C1 (1-(5-Cyclohexyl-pentyl)-3-phenyl-quinolinium iodide). Reaction SMILES: [C:1]1([NH:7][C:8]2C=N[C:11]3[C:16]([CH:17]=2)=[CH:15][CH:14]=[CH:13][CH:12]=3)[CH:6]=[CH:5][CH:4]=[CH:3][CH:2]=1.[I:18][CH2:19][CH2:20][CH2:21][CH2:22][CH2:23][C:24]1[CH:29]=[CH:28][CH:27]=[CH:26][CH:25]=1.[CH3:30]COCC>>[I-:18].[CH:24]1([CH2:23][CH2:22][CH2:21][CH2:20][CH2:19][N+:17]2[C:16]3[C:11](=[CH:12][CH:13]=[CH:14][CH:15]=3)[CH:30]=[C:7]([C:1]3[CH:6]=[CH:5][CH:4]=[CH:3][CH:2]=3)[CH:8]=2)[CH2:29][CH2:28][CH2:27][CH2:26][CH2:25]1 |f:3.4|. Reported procedure: A solution of Phenyl-quinolin-3-yl-amine (100 mg, 0.45 mmol) toluene (2 ml) and 5-iodo-pentyl-benzene (373 mg, 1.36 mmol) in a sealed pressure tube was stirred at 110° C. for 24 hours. The reaction mixture was cooled to room temperature, diluted with Et2O (15 ml) and the precipitated compound was filtered and washed with Et2O (3×20 ml). The crude product was purified on a chromatographic column using methanol as an eluent to yield a pure product as an orange solid (75 mg, mp 140-141° C.). 1H NMR...